From a dataset of the Open Reaction Database (ORD), a public repository of structured organic reaction records. describe an organic reaction: reactants, conditions, products, and yield Starting materials: ClC1=NC=C(C(=N1)Cl)[N+](=O)[O-] (2,4-dichloro-5-nitro-pyrimidine), C(C(C)(C)C)N (neopentylamine), C(C)(C)N(CC)C(C)C (diisopropylethylamine). Run in ClCCl (dichloromethan). Yields the product ClC1=NC=C(C(=N1)NCC(C)(C)C)[N+](=O)[O-] ((2-Chloro-5-nitro-pyrimidin-4-yl)-(2,2-dimethyl-propyl)-amine). As a reaction SMILES: [Cl:1][C:2]1[N:7]=[C:6](Cl)[C:5]([N+:9]([O-:11])=[O:10])=[CH:4][N:3]=1.[CH2:12]([NH2:17])[C:13]([CH3:16])([CH3:15])[CH3:14].C(N(C(C)C)CC)(C)C>ClCCl>[Cl:1][C:2]1[N:7]=[C:6]([NH:17][CH2:12][C:13]([CH3:16])([CH3:15])[CH3:14])[C:5]([N+:9]([O-:11])=[O:10])=[CH:4][N:3]=1. Procedure: To a solution of 5 g of 2,4-dichloro-5-nitro-pyrimidine in 150 ml of dichloromethan 3.1 g of neopentylamine and 10.5 ml of diisopropylethylamine were added in succession at 0° C. After 2 hours the mixture was washed with saturated NaHCO3 solution, dried over sodium sulfate and evaporated to dryness yielding (2-Chloro-5-nitro-pyrimidin-4-yl)-(2,2-dimethyl-propyl)-amine as yellow cristals. The reactants are CCCCCCCCCCBr, CCO, Cl, [I-], [K+], [Na+], [OH-], O, O=C(O)c1ccc(-c2ccc(O)cc2)cc1. The product is CCCCCCCCCCOc1ccc(-c2ccc(C(=O)O)cc2)cc1. Reaction SMILES: [CH2:17]([CH2:18][CH2:19][CH2:20][CH2:21][CH2:22][CH2:23][CH2:24][CH2:25][CH3:26])[Br:27].[CH3:34][CH2:35][OH:36].[ClH:32].[I-:31].[K+:29].[Na+:30].[OH-:28].[OH2:33].[OH:1][c:2]1[cH:3][cH:4][c:5](-[c:8]2[cH:9][cH:10][c:11]([C:14](=[O:15])[OH:16])[cH:12][cH:13]2)[cH:6][cH:7]1>>[O:1]([c:2]1[cH:3][cH:4][c:5](-[c:8]2[cH:9][cH:10][c:11]([C:14](=[O:15])[OH:16])[cH:12][cH:13]2)[cH:6][cH:7]1)[CH2:17][CH2:18][CH2:19][CH2:20][CH2:21][CH2:22][CH2:23][CH2:24][CH2:25][CH3:26]. Starting materials: ice water, C(C)(=O)NC=1SC(=CN1)Cl (2-acetylamino-5-chlorothiazole), [N+](=O)([O-])C1=CC=C(C=C1)S (4-nitrothiophenol), C([O-])([O-])=O.[K+].[K+] (potassium carbonate). Run in CN(C=O)C (N,N-dimethylformamide). Run at temperature 120 celsius. Yields the product C(C)(=O)NC=1SC(=CN1)SC1=CC=C(C=C1)[N+](=O)[O-] (2-acetylamino-5-(4-nitrophenylthio)thiazole). Isolated yield 44.7%. As a reaction SMILES: [C:1]([NH:4][C:5]1[S:6][C:7](Cl)=[CH:8][N:9]=1)(=[O:3])[CH3:2].[N+:11]([C:14]1[CH:19]=[CH:18][C:17]([SH:20])=[CH:16][CH:15]=1)([O-:13])=[O:12].C(=O)([O-])[O-].[K+].[K+]>CN(C)C=O>[C:1]([NH:4][C:5]1[S:6][C:7]([S:20][C:17]2[CH:18]=[CH:19][C:14]([N+:11]([O-:13])=[O:12])=[CH:15][CH:16]=2)=[CH:8][N:9]=1)(=[O:3])[CH3:2] |f:2.3.4|. Procedure: A mixture of 2-acetylamino-5-chlorothiazole (5 g), 4-nitrothiophenol (4.83 g) and potassium carbonate (7.8 g) in N,N-dimethylformamide (100 ml) was heated at 120° C. for 3 hours with stirring. The reaction mixture was poured into ice-water. The precipitates were collected by filtration, washed with water and dried in vacuo to give solid. The solid was subjected to column chromatography on silica gel (silica gel 60, 70-230 mesh; Merck: 200 g) and eluted with a mixture of n-hexane and ethyl acetat... Reactants: OCc1ccc(Br)cc1, O=C([O-])O, CC(C)(C)[O-], CCCCCCC, Fc1ccccn1, [K+], [Na+], C1CCOC1. Yields the product Brc1ccc(COc2ccccn2)cc1. Reaction SMILES: [Br:1][c:2]1[cH:3][cH:4][c:5]([CH2:6][OH:7])[cH:8][cH:9]1.[C:23](=[O:24])([OH:25])[O-:26].[CH3:17][C:18]([CH3:19])([O-:20])[CH3:21].[CH3:33][CH2:34][CH2:35][CH2:36][CH2:37][CH2:38][CH3:39].[F:10][c:11]1[n:12][cH:13][cH:14][cH:15][cH:16]1.[K+:22].[Na+:27].[O:28]1[CH2:29][CH2:30][CH2:31][CH2:32]1>>[Br:1][c:2]1[cH:3][cH:4][c:5]([CH2:6][O:7][c:11]2[n:12][cH:13][cH:14][cH:15][cH:16]2)[cH:8][cH:9]1. Reaction SMILES: [CH3:28][O:29][CH2:30][CH2:31][NH2:32].[Cl:34][CH2:35][Cl:36].[ClH:33].[OH:1][CH:2]([CH2:3][NH:4][CH2:5][CH2:6][O:7][c:8]1[cH:9][cH:10][c:11]([O:12][CH2:13][C:14]([O:16][CH3:15])=[O:17])[cH:18][cH:19]1)[CH2:20][O:21][c:22]1[cH:23][cH:24][cH:25][cH:26][cH:27]1>>[ClH:33].[OH:1][CH:2]([CH2:3][NH:4][CH2:5][CH2:6][O:7][c:8]1[cH:9][cH:10][c:11]([O:12][CH2:13][C:14](=[O:16])[NH:32][CH2:31][CH2:30][O:29][CH3:28])[cH:18][cH:19]1)[CH2:20][O:21][c:22]1[cH:23][cH:24][cH:25][cH:26][cH:27]1. Starting materials: COCCN, ClCCl, Cl, COC(=O)COc1ccc(OCCNCC(O)COc2ccccc2)cc1. Yields the product Cl, COCCNC(=O)COc1ccc(OCCNCC(O)COc2ccccc2)cc1. Starting materials: CSC(=C1C(C2=CC=CC=C2C(C1=O)(C)C)=O)SC (2-[bis(methylsulfanyl)methylene]-4,4-dimethyl-1,3(2H,4 H)-naphthalenedione), NC1=C(C=CC=C1)S(=O)(=O)N (2-aminobenzenesulfonamide). Solvent: C1(=CC=CC=C1)C (toluene). Conditions: temperature 25 celsius. Yields the product O=S1(N=C(NC2=C1C=CC=C2)C=2C(C(C1=CC=CC=C1C2O)(C)C)=O)=O (3-(1,1-dioxido-4H-1,2,4-benzothiadiazin-3-yl)-4-hydroxy-1,1-dimethyl-2(1 H)-naphthalenone). The yield is 14.7%. As a reaction SMILES: CS[C:3](SC)=[C:4]1[C:13](=[O:14])[C:12]([CH3:16])([CH3:15])[C:11]2[C:6](=[CH:7][CH:8]=[CH:9][CH:10]=2)[C:5]1=[O:17].[NH2:20][C:21]1[CH:26]=[CH:25][CH:24]=[CH:23][C:22]=1[S:27]([NH2:30])(=[O:29])=[O:28]>C1(C)C=CC=CC=1>[O:28]=[S:27]1(=[O:29])[C:22]2[CH:23]=[CH:24][CH:25]=[CH:26][C:21]=2[NH:20][C:3]([C:4]2[C:13](=[O:14])[C:12]([CH3:15])([CH3:16])[C:11]3[C:6]([C:5]=2[OH:17])=[CH:7][CH:8]=[CH:9][CH:10]=3)=[N:30]1. Procedure details: A solution of the product of Example 9G (450 mg) and 2-aminobenzenesulfonamide (180 mg, 1.05 mmol) in toluene (10 mL) was stirred at 100° C. for 2.5 hours, cooled to 25° C. and filtered. The filtrate was concentrated in vacuo, and the residue was chromatographed eluting with dichloromethane to give the title compound (57 mg, 15%). 1H NMR (300 MHz, CDCl3): δ 16.77, 16.61 (two s, 1 H), 14.36, 13.98 (two s, 1 H), 8.27 (m, 2 H), 7.99 (d, J=8.09 Hz, 2 H), 7.57 (m, 2 H), 7.31 (m, 2 H), 1.71 (s, 3 H), ... Reactants: [2H]C1(CC2=C(SC=C2)C1=O)[2H] (5,5-Dideutero-4,5-dihydro-6H-cyclopenta[b]thiophen-6-one), [Si](C1=CC=CC=C1)(C1=CC=CC=C1)(C(C)(C)C)NC(C1=CC=C(C=C1)F)C (N-t-Butyldiphenylsilyl-4-fluoro-αmethyl-benzenemethanamine), CN(CCN(C)C)C (N,N,N',N'-tetramethylethylenediamine), [Li]CCCC (n-BuLi), CCCCCC (hexane). Run in O (H2O), C1CCOC1 (THF), CCOCC (ether), Cl (HCl), C1CCOC1 (THF). Reaction conditions: temperature 0 celsius, time 0.25 hour. Product: NC(C)C1=C(C=CC(=C1)F)C1=CCC2=C1SC=C2 (6-[2-(1-Aminoethyl)-4-fluorophenyl]-4H-cyclopenta-[b]thiophene). As a reaction SMILES: [Si](N[CH:19]([CH3:27])[C:20]1[CH:25]=[CH:24][C:23]([F:26])=[CH:22][CH:21]=1)(C(C)(C)C)(C1C=CC=CC=1)C1C=CC=CC=1.C[N:29](C)[CH2:30][CH2:31]N(C)C.[Li]CCCC.CCCCCC.[2H][C:48]1([2H])[C:55](=O)[C:51]2[S:52]C=C[C:50]=2[CH2:49]1>CCOCC.C1COCC1.Cl.O>[NH2:29][CH:30]([C:25]1[CH:24]=[C:23]([F:26])[CH:22]=[CH:21][C:20]=1[C:19]1[C:27]2[S:52][CH:51]=[CH:50][C:49]=2[CH2:48][CH:55]=1)[CH3:31]. Procedure details: A solution of the compound of Example 20 (3.8 g, 0.1 mmol) and N,N,N',N'-tetramethylethylenediamine (0.75 mL, 5.0 mmol) in dry ether (70 ml) was cooled to 0° C. and treated with a solution of n-BuLi (2.5M) in hexane (8.0 mL, 20 mmol). The mixture was stirred at 0° C. for 0.25 hour and then at room temperature for an additional 3 hours. At this point the mixture was cooled to -78° C. A solution of the compound of Example 5 (1.4 g, 10.0 mmol) in dry THF (15 ml) was then added dropwise and the resu...